This data is from the Open Reaction Database (ORD), a public repository of structured organic reaction records. The task is: describe an organic reaction: reactants, conditions, products, and yield Reactants: CCc1cccc(NC(=O)c2cccn2CC=Cc2cccc(OC(C)C(=O)N3CCOCC3)c2)c1, CO, [Li+], C1CCOC1, [OH-], O. Yields the product CCc1cccc(NC(=O)c2cccn2CC=Cc2cccc(OC(C)C(=O)O)c2)c1. Reaction SMILES: [CH2:1]([CH3:2])[c:3]1[cH:4][c:5]([NH:9][C:10](=[O:11])[c:12]2[n:13]([CH2:17][CH:18]=[CH:19][c:20]3[cH:21][c:22]([O:26][CH:27]([C:28](=[O:29])[N:30]4[CH2:31][CH2:32][O:33][CH2:34][CH2:35]4)[CH3:36])[cH:23][cH:24][cH:25]3)[cH:14][cH:15][cH:16]2)[cH:6][cH:7][cH:8]1.[CH3:44][OH:45].[Li+:37].[O:39]1[CH2:40][CH2:41][CH2:42][CH2:43]1.[OH-:38].[OH2:46]>>[CH2:1]([CH3:2])[c:3]1[cH:4][c:5]([NH:9][C:10](=[O:11])[c:12]2[n:13]([CH2:17][CH:18]=[CH:19][c:20]3[cH:21][c:22]([O:26][CH:27]([C:28](=[O:29])[OH:38])[CH3:36])[cH:23][cH:24][cH:25]3)[cH:14][cH:15][cH:16]2)[cH:6][cH:7][cH:8]1. The reactants are CCOC(=O)CCCCCC(=O)Cl, CC#N, Cl, C1CCC2=NCCCN2CC1, NCc1cccc2c1C(=O)N(C1CCC(=O)NC1=O)C2=O. Yields the product CCOC(=O)CCCCCC(=O)NCc1cccc2c1C(=O)N(C1CCC(=O)NC1=O)C2=O. Reaction SMILES: [CH2:34]([CH3:35])[O:36][C:37]([CH2:38][CH2:39][CH2:40][CH2:41][CH2:42][C:43](=[O:44])[Cl:45])=[O:46].[CH3:47][C:48]#[N:49].[ClH:12].[N:1]12[CH2:2][CH2:3][CH2:4][N:5]=[C:6]1[CH2:7][CH2:8][CH2:9][CH2:10][CH2:11]2.[NH2:13][CH2:14][c:15]1[c:16]2[c:20]([cH:21][cH:22][cH:23]1)[C:19](=[O:24])[N:18]([CH:25]1[C:26](=[O:32])[NH:27][C:28](=[O:31])[CH2:29][CH2:30]1)[C:17]2=[O:33]>>[NH:13]([CH2:14][c:15]1[c:16]2[c:20]([cH:21][cH:22][cH:23]1)[C:19](=[O:24])[N:18]([CH:25]1[C:26](=[O:32])[NH:27][C:28](=[O:31])[CH2:29][CH2:30]1)[C:17]2=[O:33])[C:43]([CH2:42][CH2:41][CH2:40][CH2:39][CH2:38][C:37]([O:36][CH2:34][CH3:35])=[O:46])=[O:44]. Reactants: ClC1=NSN=C1SCCC (3-chloro-4-propylthio-1,2,5-thiadiazole), [OH-].[Na+] (NaOH). Run in CS(=O)C (DMSO). The product is C(CC)SC1=NSN=C1O (3-Propylthio-4-hydroxy-1,2,5-thiadiazole). RXN SMILES: Cl[C:2]1[C:6]([S:7][CH2:8][CH2:9][CH3:10])=[N:5][S:4][N:3]=1.[OH-:11].[Na+]>CS(C)=O>[CH2:8]([S:7][C:6]1[C:2]([OH:11])=[N:3][S:4][N:5]=1)[CH2:9][CH3:10] |f:1.2|. Reported procedure: A mixture of 3-chloro-4-propylthio-1,2,5-thiadiazole (10 g), 2 N NaOH (100 mL), and DMSO (10 mL) was heated to reflux for 24 h. The solution was cooled and extracted with ether. The aqueous fraction was acidified with conc. HCl and cooled in ice-water for 3 h. The resulting solid was collected, washed with a small amount of cold water to give a white solid (8.15 g). Recrystallization from heptane gave white crystals, m.p. 84-85° C.